describe an organic reaction: reactants, conditions, products, and yield From a dataset of the Open Reaction Database (ORD), a public repository of structured organic reaction records. The reactants are C(C)(C)(C)OC(=O)N1CCN(CC1)CC1=CC=C(C=C1)[C@H]1COC=2C(=NC=CC2)O1 (4-[(S)-4-(2,3-dihydro-[1,4]dioxino[2,3-b]pyridin-3-yl)-benzyl]-piperazine-1-carboxylic acid tert-butyl ester), C(C)(C)(C)OC(=O)N1[C@@H]2CN[C@H](C1)CC2 ((1S,4S)-2,5-diaza-bicyclo[2.2.2]octane-2-carboxylic acid tert-butyl ester), N1(CCNCC1)CC1=CC=C(C=C1)[C@H]1COC=2C(=NC=CC2)O1 ((S)-3-(4-piperazin-1-ylmethyl-phenyl)-2,3-dihydro-[1,4]dioxino[2,3-b]pyridine). Yields the product [C@@H]12N(C[C@@H](NC1)CC2)CC2=CC=C(C=C2)[C@H]2COC=1C(=NC=CC1)O2 ((S)-3-{4-[(1S,4S)-1-(2,5-Diaza-bicyclo[2.2.2]oct-2-yl)methyl]-phenyl}-2,3-dihydro-[1,4]dioxino[2,3-b]pyridine). RXN SMILES: C(OC([N:8]1[CH2:13][CH2:12][N:11]([CH2:14][C:15]2[CH:20]=[CH:19][C:18]([C@@H:21]3[O:30][C:25]4=[N:26][CH:27]=[CH:28][CH:29]=[C:24]4[O:23][CH2:22]3)=[CH:17][CH:16]=2)[CH2:10][CH2:9]1)=O)(C)(C)C.[C:31](OC(N1C[C@@H]2CC[C@H]1CN2)=O)(C)(C)[CH3:32].N1(CC2C=CC([C@@H]3OC4=NC=CC=C4OC3)=CC=2)CCNCC1>>[C@H:10]12[CH2:32][CH2:31][C@H:13]([NH:8][CH2:9]1)[CH2:12][N:11]2[CH2:14][C:15]1[CH:20]=[CH:19][C:18]([C@@H:21]2[O:30][C:25]3=[N:26][CH:27]=[CH:28][CH:29]=[C:24]3[O:23][CH2:22]2)=[CH:17][CH:16]=1. Reported procedure: The title product JJ is prepared from compound JJ-1 (prepared from Intermediate C and (1S,4S)-2,5-diaza-bicyclo[2.2.2]octane-2-carboxylic acid tert-butyl ester according to General Method J) according to the procedure used to synthesize Intermediate S. Reactants: CC=1C=CC(=NC1)CCC1=CC2=C(N=C(S2)N)C=C1 (6-[2-(5-methyl-2-pyridyl)ethyl]-2-aminobenzothiazole), BrBr (bromine), Cl (hydrochloric acid), C([O-])([O-])=O.[K+].[K+] (potassium carbonate), resultant mixture. The solvent is C(C)(=O)O (acetic acid), C(C)(=O)O (acetic acid), C(C)(=O)OCC (ethyl acetate), O (water). The product is CC=1C=CC(=NC1)CCC1=CC2=C(N=C(S2)N)C(=C1)Br (6-[2-(5-methyl-2-pyridyl)ethyl]-2-amino-4-bromobenzothiazole). Isolated yield 51.6%. Reaction SMILES: [CH3:1][C:2]1[CH:3]=[CH:4][C:5]([CH2:8][CH2:9][C:10]2[CH:19]=[CH:18][C:13]3[N:14]=[C:15]([NH2:17])[S:16][C:12]=3[CH:11]=2)=[N:6][CH:7]=1.[Br:20]Br.Cl.C(=O)([O-])[O-].[K+].[K+]>C(O)(=O)C.C(OCC)(=O)C.O>[CH3:1][C:2]1[CH:3]=[CH:4][C:5]([CH2:8][CH2:9][C:10]2[CH:19]=[C:18]([Br:20])[C:13]3[N:14]=[C:15]([NH2:17])[S:16][C:12]=3[CH:11]=2)=[N:6][CH:7]=1 |f:3.4.5|. Reported procedure: To a solution of 6-[2-(5-methyl-2-pyridyl)ethyl]-2-aminobenzothiazole (1.35 g) in acetic acid (15 ml) was dropwise added a solution of bromine (0.8 g) in acetic acid (2 ml) at 20° to 22° C. under stirring and the resultant mixture was stirred at ambient temperature for 5 hours. The reaction mixture was poured into a mixture of water and ethyl acetate and the mixture was acidified to pH 1.0 with 10% hydrochloric acid. The separated aqueous layer was adjusted to pH 8.0 with aqueous 20% potassium c... The reactants are CCOc1ccc(-c2nc(-c3ccc4oc(CN5CC(C(=O)OC)C5)cc4c3)no2)cc1OCC, [K+], C1COCCO1, [OH-]. Yields the product CCOc1ccc(-c2nc(-c3ccc4oc(CN5CC(C(=O)O)C5)cc4c3)no2)cc1OCC. As a reaction SMILES: [CH2:1]([CH3:2])[O:3][c:4]1[cH:5][c:6](-[c:13]2[n:14][c:15](-[c:18]3[cH:19][cH:20][c:21]4[c:22]([cH:23][c:24]([CH2:26][N:27]5[CH2:28][CH:29]([C:31](=[O:32])[O:33][CH3:34])[CH2:30]5)[o:25]4)[cH:35]3)[n:16][o:17]2)[cH:7][cH:8][c:9]1[O:10][CH2:11][CH3:12].[K+:37].[O:38]1[CH2:39][CH2:40][O:41][CH2:42][CH2:43]1.[OH-:36]>>[CH2:1]([CH3:2])[O:3][c:4]1[cH:5][c:6](-[c:13]2[n:14][c:15](-[c:18]3[cH:19][cH:20][c:21]4[c:22]([cH:23][c:24]([CH2:26][N:27]5[CH2:28][CH:29]([C:31](=[O:32])[OH:33])[CH2:30]5)[o:25]4)[cH:35]3)[n:16][o:17]2)[cH:7][cH:8][c:9]1[O:10][CH2:11][CH3:12]. The reactants are [BH4-].[Na+] (NaBH4), C(C)(=O)O (acetic acid), C1(=CC=CC=C1)N1CCNCC1 (1-Phenylpiperazine), N1=CC(=CC=C1)C=O (3-pyridinecarboxaldehyde). Run in C1CCOC1 (THF). Run at time 20 minute. Yields the product C1(=CC=CC=C1)N1CCN(CC1)CC=1C=NC=CC1 (1-(phenyl)-4-((pyridin-3-yl)methyl)piperazine). Reaction SMILES: [BH4-].[Na+].C(O)(=O)C.[C:7]1([N:13]2[CH2:18][CH2:17][NH:16][CH2:15][CH2:14]2)[CH:12]=[CH:11][CH:10]=[CH:9][CH:8]=1.[N:19]1[CH:24]=[CH:23][CH:22]=[C:21]([CH:25]=O)[CH:20]=1>C1COCC1>[C:7]1([N:13]2[CH2:18][CH2:17][N:16]([CH2:25][C:21]3[CH:20]=[N:19][CH:24]=[CH:23][CH:22]=3)[CH2:15][CH2:14]2)[CH:12]=[CH:11][CH:10]=[CH:9][CH:8]=1 |f:0.1|. Procedure details: NaBH4 (1.50 g, 38.88 mmol, 1.2 equiv.) was slowly added over 20 minutes to a solution of acetic acid (glacial, 11.13 mL, 194.41 mmol, 6 equiv.) in anhydrous THF (50 mL) at 20° C. under a nitrogen blanket with stirring at 200 RPM. After aging for another 20 minutes, pre-dried molecular sieves (3A, 45 g) and additional anhydrous THF (20 mL) were added to the reaction mixture and the stirring rate was increased to 350 RPM. Ten minutes after addition of the sieves, 1-phenylpiperazine (4, 5.00 mL, 32... Reactants: ClC1=CC=C(C=N1)C(=O)Cl (6-chloropyrid-3-ylcarbonyl chloride), NC=1C=C(C(=O)NC2=CC(=CC=C2)N2CCOCC2)C=CC1C (3-amino-4-methyl-N-(3-morpholinophenyl)benzamide). The product is ClC1=CC=C(C=N1)C(=O)NC=1C=C(C(=O)NC2=CC(=CC=C2)N2CCOCC2)C=CC1C (3-(6-chloropyrid-3-ylcarbonylamino)-4-methyl-N-(3-morpholinophenyl)benzamide). As a reaction SMILES: [Cl:1][C:2]1[N:7]=[CH:6][C:5]([C:8](Cl)=[O:9])=[CH:4][CH:3]=1.[NH2:11][C:12]1[CH:13]=[C:14]([CH:30]=[CH:31][C:32]=1[CH3:33])[C:15]([NH:17][C:18]1[CH:23]=[CH:22][CH:21]=[C:20]([N:24]2[CH2:29][CH2:28][O:27][CH2:26][CH2:25]2)[CH:19]=1)=[O:16]>>[Cl:1][C:2]1[N:7]=[CH:6][C:5]([C:8]([NH:11][C:12]2[CH:13]=[C:14]([CH:30]=[CH:31][C:32]=2[CH3:33])[C:15]([NH:17][C:18]2[CH:23]=[CH:22][CH:21]=[C:20]([N:24]3[CH2:25][CH2:26][O:27][CH2:28][CH2:29]3)[CH:19]=2)=[O:16])=[O:9])=[CH:4][CH:3]=1. Reported procedure: Using an analogous procedure to that described in Example 33, 6-chloropyrid-3-ylcarbonyl chloride was reacted with 3-amino-4-methyl-N-(3-morpholinophenyl)benzamide to give the title compound; NMR Spectrum: (DMSOd6) 2.3 (s, 3H), 3.05 (t, 4H), 3.75 (t, 4H), 6.65-6.75 (m, 1H), 7.18 (t, 1H), 7.25-7.3 (m, 1H), 7.3-7.5 (m, 2H), 7.7 (d, 1H), 7.75-7.85 (m, 1H), 7.97 (s, 1H), 8.35-8.45 (m, 1H), 9.0 (d, 1H), 10.0-10.04 (s, 1H), 10.26-10.29 (s, 1H); Mass Spectrum: M+H+ 451. The reactants are CCN(C(C)C)C(C)C (DIPEA), C[C@@]1(NC(NC1=O)=O)CS(=O)(=O)Cl ([(4S)-4-methyl-2,5-dioxoimidazolidin-4-yl]methanesulfonyl-chloride), BrC=1C=C2CCN(CC2=CC1)C(C(F)(F)F)=O (6-bromo-2-(trifluoroacetyl)-1,2,3,4-tetrahydroisoquinoline), BrC=1C=CC=C2CCN(CC12)C(C(F)(F)F)=O (8-bromo-2-(trifluoroacetyl)-1,2,3,4-tetrahydroisoquinoline). The reagents and catalysts are [OH-].[NH4+] (ammonium hydroxide). The solvent is C1CCOC1 (THF), C(C)O (ethanol). Run at time 2.5 hour. Yields the product BrC=1C=C2CCN(CC2=CC1)S(=O)(=O)C[C@@]1(C(NC(N1)=O)=O)C ((5S)-5-({[6-Bromo-3,4-dihydroisoquinolin-2(1H)-yl]sulfonyl}methyl)-5-methylimidazolidine-2,4-dione). Yield: 113.9%. Reaction SMILES: [Br:1][C:2]1[CH:3]=[C:4]2[C:9](=[CH:10][CH:11]=1)[CH2:8][N:7](C(=O)C(F)(F)F)[CH2:6][CH2:5]2.BrC1C=CC=C2C=1CN(C(=O)C(F)(F)F)CC2.CCN(C(C)C)C(C)C.[CH3:44][C@@:45]1([CH2:52][S:53](Cl)(=[O:55])=[O:54])[C:49](=[O:50])[NH:48][C:47](=[O:51])[NH:46]1>C(O)C.[OH-].[NH4+].C1COCC1>[Br:1][C:2]1[CH:3]=[C:4]2[C:9](=[CH:10][CH:11]=1)[CH2:8][N:7]([S:53]([CH2:52][C@@:45]1([CH3:44])[NH:46][C:47](=[O:51])[NH:48][C:49]1=[O:50])(=[O:54])=[O:55])[CH2:6][CH2:5]2 |f:5.6|. Procedure: A 3:1 mixture (0.44 g, 1.4 mmol) of 6-bromo-2-(trifluoroacetyl)-1,2,3,4-tetrahydroisoquinoline and 8-bromo-2-(trifluoroacetyl)-1,2,3,4-tetrahydroisoquinoline (prepared according to Tetrahedron Lett. 1996, 37(31), 5453-5456) was stirred in ethanol (10 mL) containing a few drops of 25% ammonium hydroxide at RT. After 2.5 h, the solution was concentrated, dissolved in dry THF (1.0 mL) under argon and cooled on an ice-bath. DIPEA (0.41 mL, 2.4 mmol) was added followed by a solution of [(4S)-4-methyl... The reactants are BrCC(=O)Br (bromoacetyl bromide), CNC1=C(C=CC=C1)C(C)=O (2′-(methylamino)acetophenone), [OH-].[Na+] (sodium hydroxide). Solvent: ClCCl (dichloromethane). Reaction conditions: time 20 minute. The product is C(C)(=O)C1=C(N(C(CBr)=O)C)C=CC=C1 (2′-acetyl-2-bromo-N-methylacetanilide). The yield is 388.7%. Reaction SMILES: [Br:1][CH2:2][C:3](Br)=[O:4].[CH3:6][NH:7][C:8]1[CH:13]=[CH:12][CH:11]=[CH:10][C:9]=1[C:14](=[O:16])[CH3:15].[OH-].[Na+]>ClCCl>[C:14]([C:9]1[CH:10]=[CH:11][CH:12]=[CH:13][C:8]=1[N:7]([CH3:6])[C:3](=[O:4])[CH2:2][Br:1])(=[O:16])[CH3:15] |f:2.3|. Procedure: 404 mg (2 mmol) of bromoacetyl bromide were added to a stirred, ice-cooled solution of 298 mg (2 mmol) of 2′-(methylamino)acetophenone in 5 ml of dichloromethane. The mixture was stirred for 20 minutes then 2 ml of 1M sodium hydroxide solution were added and stirring was continued for a further 15 minutes. The resulting solution was washed with 2M hydrochloric acid and saturated sodium bicarbonate solution, dried over magnesium sulphate and evaporated to dryness to give 2.1 g of 2′-acetyl-2-brom... Reactants: Cl, Cl, Cl, O=C(O)c1ccc(C(F)(F)F)cc1, NC1CCC(CCN2CCN(c3nccc4c3OCC4)CC2)CC1. The product is O=C(NC1CCC(CCN2CCN(c3nccc4c3OCC4)CC2)CC1)c1ccc(C(F)(F)F)cc1. Reaction SMILES: [ClH:1].[ClH:2].[ClH:3].[F:28][C:29]([c:30]1[cH:31][cH:32][c:33]([C:34](=[O:35])[OH:36])[cH:37][cH:38]1)([F:39])[F:40].[O:4]1[CH2:5][CH2:6][c:7]2[c:8]1[c:9]([N:13]1[CH2:14][CH2:15][N:16]([CH2:19][CH2:20][CH:21]3[CH2:22][CH2:23][CH:24]([NH2:27])[CH2:25][CH2:26]3)[CH2:17][CH2:18]1)[n:10][cH:11][cH:12]2>>[O:4]1[CH2:5][CH2:6][c:7]2[c:8]1[c:9]([N:13]1[CH2:14][CH2:15][N:16]([CH2:19][CH2:20][CH:21]3[CH2:22][CH2:23][CH:24]([NH:27][C:34]([c:33]4[cH:32][cH:31][c:30]([C:29]([F:28])([F:39])[F:40])[cH:38][cH:37]4)=[O:35])[CH2:25][CH2:26]3)[CH2:17][CH2:18]1)[n:10][cH:11][cH:12]2. Starting materials: CC(C)(C)OC(=O)CBr, COC(C)(C)C, CC(COCCCCCOc1c(Cl)cc(OCC=C(Cl)Cl)cc1Cl)=NO, Cl, [H-], [H][H], [Na+]. Yields the product CC(COCCCCCOc1c(Cl)cc(OCC=C(Cl)Cl)cc1Cl)=NOCC(=O)OC(C)(C)C. RXN SMILES: [Br:31][CH2:32][C:33](=[O:34])[O:35][C:36]([CH3:37])([CH3:38])[CH3:39].[CH3:41][O:42][C:43]([CH3:44])([CH3:45])[CH3:46].[Cl:1][c:2]1[c:3]([O:4][CH2:5][CH2:6][CH2:7][CH2:8][CH2:9][O:10][CH2:11][C:12]([CH3:13])=[N:14][OH:15])[c:16]([Cl:26])[cH:17][c:18]([O:20][CH2:21][CH:22]=[C:23]([Cl:24])[Cl:25])[cH:19]1.[ClH:40].[H-:27].[H:29][H:30].[Na+:28]>>[Cl:1][c:2]1[c:3]([O:4][CH2:5][CH2:6][CH2:7][CH2:8][CH2:9][O:10][CH2:11][C:12]([CH3:13])=[N:14][O:15][CH2:32][C:33](=[O:34])[O:35][C:36]([CH3:37])([CH3:38])[CH3:39])[c:16]([Cl:26])[cH:17][c:18]([O:20][CH2:21][CH:22]=[C:23]([Cl:24])[Cl:25])[cH:19]1.